describe an organic reaction: reactants, conditions, products, and yield From a dataset of the Open Reaction Database (ORD), a public repository of structured organic reaction records. Reactants: COC(=O)N1C(CC(CC1)C(=O)O)CC1=CC=C(C=C1)S(=O)(=O)C (1-(Methoxycarbonyl)-2-(4-(methylsulfonyl)benzyl)piperidine-4-carboxylic acid), COC(=O)N1C(CC(CC1)C(=O)O)CC1=CC=C(C=C1)S(=O)(=O)C (1-(Methoxycarbonyl)-2-(4-(methylsulfonyl)benzyl)piperidine-4-carboxylic acid), C(=O)(N1C=NC=C1)N1C=NC=C1 (carbonyldiimidazole), C(CC(=O)O)(=O)O.C(C)[K] (Ethyl potassium malonate), [Mg+2].[Cl-].[Cl-] (MgCl2), N1(C=NC=C1)C(=O)N1C=NC=C1 (di(1H-imidazol-1-yl)methanone). Solvent: C1CCOC1 (THF), C(C)OCC (diethyl ether), O (water), C1CCOC1 (THF). Reaction conditions: temperature 50 celsius, time 4 hour. Yields the product C(C)OC(CC(=O)C1CC(N(CC1)C(=O)OC)CC1=CC=C(C=C1)S(=O)(=O)C)=O (Methyl 4-(3-ethoxy-3-oxopropanoyl)-2-(4-(methylsulfonyl)benzyl)piperidine-1-carboxylate). Isolated yield 79.3%. RXN SMILES: [C:1]([OH:7])(=O)[CH2:2][C:3]([OH:5])=[O:4].[CH2:8]([K])[CH3:9].[Mg+2].[Cl-].[Cl-].[CH3:14][O:15][C:16]([N:18]1[CH2:23][CH2:22][CH:21](C(O)=O)[CH2:20][CH:19]1[CH2:27][C:28]1[CH:33]=[CH:32][C:31]([S:34]([CH3:37])(=[O:36])=[O:35])=[CH:30][CH:29]=1)=[O:17].C(N1C=CN=C1)(N1C=CN=C1)=O>C(OCC)C.O.C1COCC1>[CH2:8]([O:5][C:3](=[O:4])[CH2:2][C:1]([CH:21]1[CH2:22][CH2:23][N:18]([C:16]([O:15][CH3:14])=[O:17])[CH:19]([CH2:27][C:28]2[CH:29]=[CH:30][C:31]([S:34]([CH3:37])(=[O:35])=[O:36])=[CH:32][CH:33]=2)[CH2:20]1)=[O:7])[CH3:9] |f:0.1,2.3.4|. Procedure: Ethyl potassium malonate (2.414 g, 14.18 mmol) and MgCl2 (1.125 g, 11.82 mmol) were added to dry THF (75 mL). The reaction flask was stirred vigorously for 4 h at 50° C. (flask 1). 1-(Methoxycarbonyl)-2-(4-(methylsulfonyl)benzyl)piperidine-4-carboxylic acid (4.2 g, 11.82 mmol) (reference compound 51) and carbonyldiimidazole (2.87 g, 17.73 mmol) were added to dry THF (75 mL) at room temperature (flask 2). More di(1H-imidazol-1-yl)methanone (0.5 g) was added and after 2 h the contents of flask 2 w... Starting materials: [Al+3], [Al+3], O=C1CNc2ccc(Br)cc2C1, C1CCOC1, [Cl-], [Cl-], [Cl-], [H-], [H-], [H-], [H-], [Li+], [Na+], [Na+], O=C([O-])[O-]. The product is Brc1ccc2c(c1)CCCN2. RXN SMILES: [Al+3:16].[Al+3:18].[Br:1][c:2]1[cH:3][c:4]2[c:9]([cH:10][cH:11]1)[NH:8][CH2:7][C:6](=[O:12])[CH2:5]2.[CH2:23]1[O:24][CH2:25][CH2:26][CH2:27]1.[Cl-:13].[Cl-:14].[Cl-:15].[H-:17].[H-:20].[H-:21].[H-:22].[Li+:19].[Na+:28].[Na+:29].[O-:30][C:31](=[O:32])[O-:33]>>[Br:1][c:2]1[cH:3][c:4]2[c:9]([cH:10][cH:11]1)[NH:8][CH2:7][CH2:6][CH2:5]2. Reactants: COC(=O)C(Cc1ccc(Oc2ccc(CC3SC(=O)NC3=O)cc2)cc1)NC(=O)CNC(=O)OC(C)(C)C, ClCCl, Cl. Product: Cl, COC(=O)C(Cc1ccc(Oc2ccc(CC3SC(=O)NC3=O)cc2)cc1)NC(=O)CN. Reaction SMILES: [C:1]([O:2][C:3](=[O:4])[NH:8][CH2:9][C:10](=[O:11])[NH:12][CH:13]([CH2:14][c:15]1[cH:16][cH:17][c:18]([O:19][c:20]2[cH:21][cH:22][c:23]([CH2:24][CH:25]3[C:26](=[O:31])[NH:27][C:28](=[O:30])[S:29]3)[cH:32][cH:33]2)[cH:34][cH:35]1)[C:36](=[O:37])[O:38][CH3:39])([CH3:5])([CH3:6])[CH3:7].[Cl:41][CH2:42][Cl:43].[ClH:40]>>[ClH:40].[NH2:8][CH2:9][C:10](=[O:11])[NH:12][CH:13]([CH2:14][c:15]1[cH:16][cH:17][c:18]([O:19][c:20]2[cH:21][cH:22][c:23]([CH2:24][CH:25]3[C:26](=[O:31])[NH:27][C:28](=[O:30])[S:29]3)[cH:32][cH:33]2)[cH:34][cH:35]1)[C:36](=[O:37])[O:38][CH3:39]. The reactants are [OH-].[Na+] (NaOH), solution, COC(C[C@H]1N(CCCC1)C(=O)OC(C)(C)C)=O (1,1-dimethylethyl (2S)-2-[2-(methyloxy)-2-oxoethyl]-1-piperidinecarboxylate), C1CCOC1 (THF). The reagents and catalysts are [CH3-].C[Al+]C.[CH-]1C=CC=C1.[CH-]1C=CC=C1.[Cl-].[Ti+3] (Tebbe reagent). Run in CCOCC (Et2O), CCOC(=O)C (EtOAc), C1(=CC=CC=C1)C (toluene), C1(=CC=CC=C1)C (toluene). Reaction conditions: temperature -78 celsius, time 30 minute. Yields the product COC(C[C@H]1N(CCCC1)C(=O)OC(C)(C)C)=C (1,1-dimethylethyl (2S)-2-[2-(methyloxy)-2-propen-1-yl]-1-piperidinecarboxylate). As a reaction SMILES: [CH3:1][O:2][C:3](=O)[CH2:4][C@@H:5]1[CH2:10][CH2:9][CH2:8][CH2:7][N:6]1[C:11]([O:13][C:14]([CH3:17])([CH3:16])[CH3:15])=[O:12].[OH-].[Na+].[CH2:21]1COCC1>C1(C)C=CC=CC=1.CCOC(C)=O.CCOCC.[CH3-].C[Al+]C.[CH-]1C=CC=C1.[CH-]1C=CC=C1.[Cl-].[Ti+3]>[CH3:1][O:2][C:3](=[CH2:21])[CH2:4][C@@H:5]1[CH2:10][CH2:9][CH2:8][CH2:7][N:6]1[C:11]([O:13][C:14]([CH3:17])([CH3:16])[CH3:15])=[O:12] |f:1.2,7.8.9.10.11.12|. Procedure details: In a 500 ml round-bottomed flask under nitrogen at rt, D1 (11.1 g, 43.1 mmol) was dissolved in THF (100 ml) to give a pale yellow solution. This solution was cooled to −78° C. and the Tebbe reagent (104 ml of a 0.5 M solution in toluene, 51.8 mmol) was added dropwise. The thick mixture was diluted with further 70 ml of dry toluene. The resulting brown-orange mixture was stirred at this temperature for 30 min and then slowly warmed up to rt and left under stirring for 2 h. The reaction mixture wa... Starting materials: CC(=CCBr)C (3,3-dimethylallyl bromide), C1(=CC=CC=C1)P(C1=CC=CC=C1)C1=CC=CC=C1 (triphenylphosphine). Solvent: C1(=CC=CC=C1)C (toluene). Run at time 18 hour. Product: [Br-].CC(=CC[P+](C1=CC=CC=C1)(C1=CC=CC=C1)C1=CC=CC=C1)C (3,3-dimethylallyl triphenylphosphonium bromide). RXN SMILES: [CH3:1][C:2]([CH3:6])=[CH:3][CH2:4][Br:5].[C:7]1([P:13]([C:20]2[CH:25]=[CH:24][CH:23]=[CH:22][CH:21]=2)[C:14]2[CH:19]=[CH:18][CH:17]=[CH:16][CH:15]=2)[CH:12]=[CH:11][CH:10]=[CH:9][CH:8]=1>C1(C)C=CC=CC=1>[Br-:5].[CH3:1][C:2]([CH3:6])=[CH:3][CH2:4][P+:13]([C:14]1[CH:15]=[CH:16][CH:17]=[CH:18][CH:19]=1)([C:20]1[CH:25]=[CH:24][CH:23]=[CH:22][CH:21]=1)[C:7]1[CH:8]=[CH:9][CH:10]=[CH:11][CH:12]=1 |f:3.4|. Reported procedure: A mixture of 3,3-dimethylallyl bromide (50.0 g), triphenylphosphine (88.0 g) and dry toluene (500 ml) was stirred and heated at the reflux temperature for one hour, and then kept at the ambient temperature for 18 hours. The white precipitate of 3,3-dimethylallyl triphenylphosphonium bromide (m.p. 242°0 C.) was collected by filtration, washed with diethyl ether and dried. Reactants: C(Cl)Cl (CH2Cl2), C(C)(C)(C)OC(=O)NC=1C=NC2=CC=CC(=C2C1)OC (3-(tert-butoxycarbonylamino)-5-methoxyquinoline), N(=O)[O-].[Na+] (NaNO2), Br (HBr). Run in O (water). Conditions: time 1 hour. Product: BrC=1C=NC2=CC=CC(=C2C1)OC (3-bromo-5-methoxyquinoline). As a reaction SMILES: C(OC(N[C:9]1[CH:10]=[N:11][C:12]2[C:17]([CH:18]=1)=[C:16]([O:19][CH3:20])[CH:15]=[CH:14][CH:13]=2)=O)(C)(C)C.N([O-])=O.[Na+].C(Cl)Cl.[BrH:28]>O>[Br:28][C:9]1[CH:10]=[N:11][C:12]2[C:17]([CH:18]=1)=[C:16]([O:19][CH3:20])[CH:15]=[CH:14][CH:13]=2 |f:1.2|. Procedure: To a solution of 3-(tert-butoxycarbonylamino)-5-methoxyquinoline (2.74 g, 10 mmol) in aqueous 48% HBr (40 mL), NaNO2 (2.1 g, 30 mmol) in water (20 mL) is added at 0° C. The reaction mixture is stirred 1 hour. The reaction mixture is extrated with CH2Cl2 (3×30 mL). After drying over MgSO4, dichloromethane is evaporated affording the title compound. Starting materials: O=C([O-])[O-], Cc1ccccc1, CSCC(C)Nc1nccc(-c2ccnc(Cl)c2)n1, [Cs+], [Cs+], Nc1cccc(F)c1, CC(=O)[O-], CC(=O)[O-], [Pd+2], c1ccc(P(c2ccccc2)c2ccc3ccccc3c2-c2c(P(c3ccccc3)c3ccccc3)ccc3ccccc23)cc1. The product is CSCC(C)Nc1nccc(-c2ccnc(Nc3cccc(F)c3)c2)n1. RXN SMILES: [C:74](=[O:75])([O-:76])[O-:77].[CH3:80][c:81]1[cH:82][cH:83][cH:84][cH:85][cH:86]1.[Cl:1][c:2]1[n:3][cH:4][cH:5][c:6](-[c:8]2[n:9][c:10]([NH:14][CH:15]([CH2:16][S:17][CH3:18])[CH3:19])[n:11][cH:12][cH:13]2)[cH:7]1.[Cs+:78].[Cs+:79].[NH2:20][c:21]1[cH:22][cH:23][cH:24][c:25]([F:26])[cH:27]1.[O-:88][C:89]([CH3:90])=[O:91].[O-:92][C:93]([CH3:94])=[O:95].[Pd+2:87].[c:28]1([P:29]([c:30]2[cH:31][cH:32][cH:33][cH:34][cH:35]2)[c:36]2[cH:37][cH:38][c:39]3[c:40]([cH:41][cH:42][cH:43][cH:44]3)[c:45]2-[c:46]2[c:47]3[c:48]([cH:49][cH:50][cH:51][cH:52]3)[cH:53][cH:54][c:55]2[P:56]([c:57]2[cH:58][cH:59][cH:60][cH:61][cH:62]2)[c:63]2[cH:64][cH:65][cH:66][cH:67][cH:68]2)[cH:69][cH:70][cH:71][cH:72][cH:73]1>>[c:2]1([NH:20][c:21]2[cH:22][cH:23][cH:24][c:25]([F:26])[cH:27]2)[n:3][cH:4][cH:5][c:6](-[c:8]2[n:9][c:10]([NH:14][CH:15]([CH2:16][S:17][CH3:18])[CH3:19])[n:11][cH:12][cH:13]2)[cH:7]1. Starting materials: ClCCl, Cl, C1COCCO1, COc1cc2nc(-c3cccc(-c4ccccc4)c3)nc(Nc3ccc4c(cnn4C(=O)[O-])c3)c2cc1OCCN1CCCN(C)CC1. Product: COc1cc2nc(-c3cccc(-c4ccccc4)c3)nc(Nc3ccc4[nH]ncc4c3)c2cc1OCCN1CCCN(C)CC1. RXN SMILES: [Cl:50][CH2:51][Cl:52].[ClH:49].[O:53]1[CH2:54][CH2:55][O:56][CH2:57][CH2:58]1.[c:1]1(-[c:7]2[cH:8][c:9](-[c:13]3[n:14][c:15]4[cH:16][c:17]([O:47][CH3:48])[c:18]([O:36][CH2:37][CH2:38][N:39]5[CH2:40][CH2:41][N:42]([CH3:46])[CH2:43][CH2:44][CH2:45]5)[cH:19][c:20]4[c:21]([NH:23][c:24]4[cH:25][c:26]5[cH:27][n:28][n:29]([C:33]([O-:34])=[O:35])[c:30]5[cH:31][cH:32]4)[n:22]3)[cH:10][cH:11][cH:12]2)[cH:2][cH:3][cH:4][cH:5][cH:6]1>>[c:1]1(-[c:7]2[cH:8][c:9](-[c:13]3[n:14][c:15]4[cH:16][c:17]([O:47][CH3:48])[c:18]([O:36][CH2:37][CH2:38][N:39]5[CH2:40][CH2:41][N:42]([CH3:46])[CH2:43][CH2:44][CH2:45]5)[cH:19][c:20]4[c:21]([NH:23][c:24]4[cH:25][c:26]5[cH:27][n:28][nH:29][c:30]5[cH:31][cH:32]4)[n:22]3)[cH:10][cH:11][cH:12]2)[cH:2][cH:3][cH:4][cH:5][cH:6]1.